Dataset: the Open Reaction Database (ORD), a public repository of structured organic reaction records. Task: describe an organic reaction: reactants, conditions, products, and yield The reactants are C1CC2=NN=C(N2C1)C3=CC=C(C=C3)N, C1[C@H](OC2=C(CN1CCO)C=CC(=N2)Cl)C3=CC=CC=C3. Reagents/catalysts: C(=O)([O-])[O-].[Cs+].[Cs+], C1CCC(CC1)P(C2CCCCC2)C3=CC=CC=C3C4=CC=CC=C4, CC(=O)O.CC(=O)O.[Pd]. The solvent is COCCOC. Conditions: temperature 100 celsius. The product is C1CC2=NN=C(N2C1)C3=CC=C(C=C3)NC4=NC5=C(CN(C[C@H](O5)C6=CC=CC=C6)CCO)C=C4. The yield is 21.1%. Reported procedure: 4-(6,7-dihydro-5H-pyrrolo[2,1-c][1,2,4]triazol-3-yl)aniline (79 mg, 0.39 mmol), (R)-2-(8-chloro-2-phenyl-2,3-dihydropyrido[3,2-f][1,4]oxazepin-4(5H)-yl)ethanol (120 mg, 0.39 mmol) Palladium acetate (8.84 mg, 0.04 mmol), 2-(Dicyclohexylphosphino)biphenyl (13.80 mg, 0.04 mmol)and Cesium carbonate (385 mg, 1.18 mmol) were added to a microwave vial. 1,2-dimethoxyethane (2 mL) and EtOH (0.500 mL) were added. The reaction mixture was flushed with argon and the mixture was run in a microwave for 60 min... Starting materials: CC(=O)OC(C)c1nccc(OS(C)(=O)=O)n1, C1CNCCN1, C1CCOC1. Product: CC(=O)OC(C)c1nccc(N2CCNCC2)n1. RXN SMILES: [C:1]([CH3:2])(=[O:3])[O:4][CH:5]([CH3:6])[c:7]1[n:8][cH:9][cH:10][c:11]([O:13][S:14]([CH3:15])(=[O:16])=[O:17])[n:12]1.[CH2:18]1[CH2:19][NH:20][CH2:21][CH2:22][NH:23]1.[O:24]1[CH2:25][CH2:26][CH2:27][CH2:28]1>>[C:1]([CH3:2])(=[O:3])[O:4][CH:5]([CH3:6])[c:7]1[n:8][cH:9][cH:10][c:11]([N:20]2[CH2:19][CH2:18][NH:23][CH2:22][CH2:21]2)[n:12]1. Starting materials: C1(=CC=CC=C1)O (phenol), BrCCCCCCCC (a-bromo octane). The product is C(CCCCCCC)OC1=CC=CC=C1 (n-octylphenyl ether). As a reaction SMILES: [C:1]1([OH:7])[CH:6]=[CH:5][CH:4]=[CH:3][CH:2]=1.Br[CH2:9][CH2:10][CH2:11][CH2:12][CH2:13][CH2:14][CH2:15][CH3:16]>>[CH2:9]([O:7][C:1]1[CH:6]=[CH:5][CH:4]=[CH:3][CH:2]=1)[CH2:10][CH2:11][CH2:12][CH2:13][CH2:14][CH2:15][CH3:16]. Procedure: effecting reaction between phenol and a-bromo octane in the presence of an aqueous basic solution and a phase transfer catalyst to form n-octylphenyl ether, Reactants: CC1=C(C=CC=C1)O (2-methylphenol), C(=O)([O-])[O-].[K+].[K+] (K2CO3), CN(C)C=O (DMF), BrCC(=O)OCC (ethyl bromoacetate). The solvent is O (water). Run at temperature 0 celsius, time 1 hour. The product is C(C)OC(COC1=C(C=CC=C1)C)=O (2-Methylphenoxy-acetic acid ethyl ester). Isolated yield 108.5%. Reaction SMILES: [CH3:1][C:2]1[CH:7]=[CH:6][CH:5]=[CH:4][C:3]=1[OH:8].C([O-])([O-])=O.[K+].[K+].CN(C=O)C.Br[CH2:21][C:22]([O:24][CH2:25][CH3:26])=[O:23]>O>[CH2:25]([O:24][C:22](=[O:23])[CH2:21][O:8][C:3]1[CH:4]=[CH:5][CH:6]=[CH:7][C:2]=1[CH3:1])[CH3:26] |f:1.2.3|. Procedure details: An oven-dried 300 mL round-bottomed flask was charged with 2-methylphenol (15.0 g, 139 mmol), finely powdered K2CO3 (38.3 g, 277 mmol), and anhydrous DMF (60 mL) and the resulting solution was cooled to 0° C. Next, ethyl bromoacetate (18.5 mL, 167 mmol) was added dropwise at 0° C., and the reaction was stirred vigorously at room temperature for 1 h. The reaction mixture was cooled using an ice-water bath, water (180 mL) was added and the product was extracted twice with AcOEt (200 mL and 100 mL)... The reactants are C(CCC)[SnH](CCCC)CCCC (Tri n-butyl tin hydride), α-azo-iso-butyronitrile, BrC(C)(CC)C (2-bromo-2-methylbutane), C(C=C)#N (acrylonitrile). Run in C1=CC=CC=C1 (benzene). Product: CC(CCC#N)(CC)C (4,4-Dimethylhexanenitrile). As a reaction SMILES: C([SnH](CCCC)CCCC)CCC.Br[C:15]([CH3:19])([CH2:17][CH3:18])[CH3:16].[C:20](#[N:23])[CH:21]=[CH2:22]>C1C=CC=CC=1>[CH3:16][C:15]([CH3:19])([CH2:17][CH3:18])[CH2:22][CH2:21][C:20]#[N:23]. Reported procedure: Tri n-butyl tin hydride (19.6 ml.) and α-azo-iso-butyronitrile (0.5 g.) were added succesively to a stirred solution of 2-bromo-2-methylbutane (10 g.) and acrylonitrile (43.5 ml.) in dry benzene (200 ml.). The mixture was heated at reflux for 6 hours, cooled and filtered. The residue was washed with diethyl ether (50 ml.) and the combined filtrates evaporated under reduced pressure. 4,4-Dimethylhexanenitrile was obtained as a colourless liquid (2.1 g.), b.p. 85°-94°/20 mm. The reactants are CC(=O)N1CCC(Oc2ccc([N+](=O)[O-])cc2)CC1, Cl. Product: Cl, O=[N+]([O-])c1ccc(OC2CCNCC2)cc1. Reaction SMILES: [C:1](=[O:2])([CH3:3])[N:4]1[CH2:5][CH2:6][CH:7]([O:10][c:11]2[cH:12][cH:13][c:14]([N+:17](=[O:18])[O-:19])[cH:15][cH:16]2)[CH2:8][CH2:9]1.[ClH:20]>>[ClH:20].[NH:4]1[CH2:5][CH2:6][CH:7]([O:10][c:11]2[cH:12][cH:13][c:14]([N+:17](=[O:18])[O-:19])[cH:15][cH:16]2)[CH2:8][CH2:9]1. Starting materials: COC(C(C(O)C1=CC(=CC=C1)OCC1=CC=CC=C1)OC)=O (3-(3-Benzyloxy-phenyl)-3-hydroxy-2-methoxy-propionic acid methyl ester), S(=O)(=O)(C)Cl (mesylchloride). Reagents/catalysts: CN(C)C=1C=CN=CC1 (DMAP). Run in CCOCC (ether), ClCCl (dichloromethane). Product: COC(C(=CC1=CC(=CC=C1)OCC1=CC=CC=C1)OC)=O (3-(3-Benzyloxy-phenyl)-2-methoxy-acrylic acid methyl ester). Reaction SMILES: [CH3:1][O:2][C:3](=[O:23])[CH:4]([O:21][CH3:22])[CH:5]([C:7]1[CH:12]=[CH:11][CH:10]=[C:9]([O:13][CH2:14][C:15]2[CH:20]=[CH:19][CH:18]=[CH:17][CH:16]=2)[CH:8]=1)O.S(Cl)(C)(=O)=O>CN(C1C=CN=CC=1)C.ClCCl.CCOCC>[CH3:1][O:2][C:3](=[O:23])[C:4]([O:21][CH3:22])=[CH:5][C:7]1[CH:12]=[CH:11][CH:10]=[C:9]([O:13][CH2:14][C:15]2[CH:20]=[CH:19][CH:18]=[CH:17][CH:16]=2)[CH:8]=1. Procedure: A mixture of 3-(3-Benzyloxy-phenyl)-3-hydroxy-2-methoxy-propionic acid methyl ester (1 eq), mesylchloride (1 eq) triethylamine (4 eq) and a catalytic amount of DMAP (0.1 eq) in dichloromethane was stirred at room temperature overnight. The Reaction mixture was diluted with ether and washed with HCl 1N. Dried and concentrated in vacuo to give a residue which was chromatographed in silica gel to yield the title compound.